Task: describe an organic reaction: reactants, conditions, products, and yield. Dataset: the Open Reaction Database (ORD), a public repository of structured organic reaction records The reactants are CC(=O)OCCNC(=O)N(C)C1c2ccccc2Oc2ccccc21, CO, N#C[K]. Product: CN(C(=O)NCCO)C1c2ccccc2Oc2ccccc21. Reaction SMILES: [C:1](=[O:2])([CH3:3])[O:4][CH2:5][CH2:6][NH:7][C:8]([N:9]([CH:10]1[c:11]2[cH:12][cH:13][cH:14][cH:15][c:16]2[O:17][c:18]2[cH:19][cH:20][cH:21][cH:22][c:23]21)[CH3:24])=[O:25].[CH3:29][OH:30].[K:26][C:27]#[N:28]>>[OH:4][CH2:5][CH2:6][NH:7][C:8]([N:9]([CH:10]1[c:11]2[cH:12][cH:13][cH:14][cH:15][c:16]2[O:17][c:18]2[cH:19][cH:20][cH:21][cH:22][c:23]21)[CH3:24])=[O:25]. The reactants are C(C1=CC=CC=C1)ON1C(C(C(C1)C)=O)=O (1-Benzyloxy-4-methylpyrrolidin-2,3-dione), CNCC1=CC=CC=C1 (methylbenzylamine), CO (methanol). Yields the product C(C1=CC=CC=C1)ON1C(C(=C(C1)C)N[C@H](C)C1=CC=CC=C1)=O ((R)-1-benzyloxy-4-methyl-2-oxo-3-(1-phenylethylamino)-2,5-dihydropyrrole). Isolated yield 78.0%. RXN SMILES: [CH2:1]([O:8][N:9]1[CH2:13][CH:12]([CH3:14])[C:11](=O)[C:10]1=[O:16])[C:2]1[CH:7]=[CH:6][CH:5]=[CH:4][CH:3]=1.C[NH:18][CH2:19][C:20]1[CH:25]=[CH:24][CH:23]=[CH:22][CH:21]=1.[CH3:26]O>>[CH2:1]([O:8][N:9]1[CH2:13][C:12]([CH3:14])=[C:11]([NH:18][C@@H:19]([C:20]2[CH:25]=[CH:24][CH:23]=[CH:22][CH:21]=2)[CH3:26])[C:10]1=[O:16])[C:2]1[CH:7]=[CH:6][CH:5]=[CH:4][CH:3]=1. Reported procedure: 1-Benzyloxy-4-methylpyrrolidin-2,3-dione (7.8 g, 35.6 mmol) and R-(+)-.varies.-methylbenzylamine (8 ml, 7.5 g, 62 mmol) were stirred in methanol (250 ml) at 55° C. for 14 h then refluxed for 4 h. The mixture was then cooled, evaporated and purified by flash chromatography, eluting with hexanes: ethyl acetate (4:1 v/v) to give (R)-1-benzyloxy-4-methyl-2-oxo-3-(1-phenylethylamino)-2,5-dihydropyrrole (8.95 g, 78%) as a slightly yellow oil. 1H NMR (360 MHz, CDCl3) δ7.2-7.5 (10 H, m, Ph's), 5.00 (2 H... The reactants are Cl (HCl), C(=O)(O)[O-].[Na+] (NaHCO3), CN(CCOC1=CC=C(C=C1)NC(\C(=C(/CC)\C1=CC=CC=C1)\C1=CC=C(C=C1)OCOC)=O)C ((E)-N-(4-(2-(dimethylamino)ethoxy)phenyl)-2-(4-(methoxymethoxy)phenyl)-3-phenylpent-2-enamide). The solvent is CCOC(=O)C (AcOEt), O (H2O), CO (MeOH). Run at time 2 hour. Product: CN(CCOC1=CC=C(C=C1)NC(\C(=C(/CC)\C1=CC=CC=C1)\C1=CC=C(C=C1)O)=O)C ((E)-N-(4-(2-(dimethylamino)ethoxy)phenyl)-2-(4-hydroxyphenyl)-3-phenylpent-2-enamide). Yield: 91.0%. RXN SMILES: [CH3:1][N:2]([CH3:35])[CH2:3][CH2:4][O:5][C:6]1[CH:11]=[CH:10][C:9]([NH:12][C:13](=[O:34])/[C:14](/[C:24]2[CH:29]=[CH:28][C:27]([O:30]COC)=[CH:26][CH:25]=2)=[C:15](/[C:18]2[CH:23]=[CH:22][CH:21]=[CH:20][CH:19]=2)\[CH2:16][CH3:17])=[CH:8][CH:7]=1.Cl.C([O-])(O)=O.[Na+]>CO.CCOC(C)=O.O>[CH3:35][N:2]([CH3:1])[CH2:3][CH2:4][O:5][C:6]1[CH:7]=[CH:8][C:9]([NH:12][C:13](=[O:34])/[C:14](/[C:24]2[CH:29]=[CH:28][C:27]([OH:30])=[CH:26][CH:25]=2)=[C:15](/[C:18]2[CH:23]=[CH:22][CH:21]=[CH:20][CH:19]=2)\[CH2:16][CH3:17])=[CH:10][CH:11]=1 |f:2.3|. Procedure details: Method A; To a suspension of 4 (1.39 g, 2.93 mmol) in MeOH (4 ml) was added a solution of 3N HCl in AcOEt (10 ml) under ice cooling, and the mixture was stirred at room temperature for 2 h. A solution of NaHCO3 (2.8 g) in H2O was poured into the reaction mixture under ice cooling, and the whole was extracted with AcOEt and a little MeOH. The organic layer was washed with brine, dried over Na2SO4, and then concentrated. The residual solid was triturated with Et2O to give 5 (91%). 5: colorless pow... Reactants: COS(=O)(=O)OC (Dimethylsulfate), C(C)(C)(C)C1=C(C=CC=C1)O (2-tert-butylphenol), [OH-].[Na+] (NaOH). Reagents/catalysts: [Br-].C(CCC)[N+](CCCC)(CCCC)CCCC (tetrabutylammonium bromide). The solvent is C(Cl)Cl (CH2Cl2). Conditions: time 16 hour. Yields the product C(C)(C)(C)C1=C(C=CC=C1)OC (1-tert-butyl-2-methoxybenzene). As a reaction SMILES: COS([O:6][CH3:7])(=O)=O.[C:8]([C:12]1[CH:17]=[CH:16][CH:15]=[CH:14][C:13]=1O)([CH3:11])([CH3:10])[CH3:9].[OH-].[Na+]>[Br-].C([N+](CCCC)(CCCC)CCCC)CCC.C(Cl)Cl>[C:8]([C:12]1[CH:17]=[CH:16][CH:15]=[CH:14][C:13]=1[O:6][CH3:7])([CH3:11])([CH3:10])[CH3:9] |f:2.3,4.5|. Procedure: Dimethylsulfate (56.7 g, 0.45 mol) was added at room temperature to a well-stirred mixture of 2-tert-butylphenol (45 g, 0.3 mol), CH2Cl2 (200 ml), 40% aq. NaOH (200 ml) and tetrabutylammonium bromide (1 g). After 16 h of stirring, the organic phase was separated, washed with H2O, dried over MgSO4, evaporated and distilled at 110-112° C./10 Torr. Yield 35 g (71%). Reactants: FC(C=1C=C(C=C(C1)C(F)(F)F)/C=C/CN(CCCCCCC(=O)O)S(=O)(=O)C)(F)F (trans-7-{[3-(3,5-bis-trifluoromethyl-phenyl)-allyl]-methanesulfonyl-amino}-heptanoic acid). The reagents and catalysts are [Pd].[C] (Pd carbon). The solvent is CO (MeOH). Reaction conditions: time 20 hour. Yields the product FC(C=1C=C(C=C(C1)C(F)(F)F)CCCN(CCCCCCC(=O)O)S(=O)(=O)C)(F)F (7-{[3-(3,5-Bis-trifluoromethyl-phenyl)-propyl]-methanesulfonyl-amino}-heptanoic Acid). Isolated yield 90.4%. Reaction SMILES: [F:1][C:2]([F:31])([F:30])[C:3]1[CH:4]=[C:5](/[CH:13]=[CH:14]/[CH2:15][N:16]([S:26]([CH3:29])(=[O:28])=[O:27])[CH2:17][CH2:18][CH2:19][CH2:20][CH2:21][CH2:22][C:23]([OH:25])=[O:24])[CH:6]=[C:7]([C:9]([F:12])([F:11])[F:10])[CH:8]=1>CO.[Pd].[C]>[F:11][C:9]([F:10])([F:12])[C:7]1[CH:6]=[C:5]([CH2:13][CH2:14][CH2:15][N:16]([S:26]([CH3:29])(=[O:28])=[O:27])[CH2:17][CH2:18][CH2:19][CH2:20][CH2:21][CH2:22][C:23]([OH:25])=[O:24])[CH:4]=[C:3]([C:2]([F:1])([F:30])[F:31])[CH:8]=1 |f:2.3|. Procedure details: A solution of trans-7-{[3-(3,5-bis-trifluoromethyl-phenyl)-allyl]-methanesulfonyl-amino}-heptanoic acid (210 mg, 0.44 mmol) in MeOH (10 mL) was added to 10% Pd/carbon (200 mg). The mixture was placed on a Parr hydrogenator at 50 psi and was hydrogenated for 20 h. The reaction was filtered through Celite with the aid of MeOH and the solvent was removed in vacuo. Purification by radial chromatography (2 mm rotary plate, 20:80:0.1 v/v/v EtOAc/hexanes/AcOH) provided the title compound (190 mg). 1H N...